The task is: describe an organic reaction: reactants, conditions, products, and yield. This data is from the Open Reaction Database (ORD), a public repository of structured organic reaction records. Starting materials: ClCCl (dichloromethane), ClC=1C=C(C=CC1Cl)[C@]1(CN(CC1)C(C1=CC=CC=C1)=O)CCCS(=O)(=O)[O-] ((S)-2-[3-(3,4-dichloro-phenyl)-1-(benzoyl)-pyrrolidin-3-yl]-ethyl-methanesulfonate), Cl.CN1CCN(CC1)C(=O)N.C1(=CC=CC=C1)C1(CCNCC1)C(=O)O (4-phenyl-piperidine-4-carboxylic acid 4-methylpiperazine-amide hydrochloride), C(C)(=O)OCC (ethyl acetate). The solvent is CO.ClCCl (methanol dichloromethane), CO.ClCCl (methanol dichloromethane), CO.ClCCl (methanol dichloromethane), CO.ClCCl (methanol dichloromethane). Product: CN1CCN(CC1)C(=O)N.ClC=1C=C(C=CC1Cl)[C@@]1(CN(CC1)C(C1=CC=CC=C1)=O)CCN1CCC(CC1)(C(=O)O)C1=CC=CC=C1 ((R)-1-[2-[3-(3,4-dichloro-phenyl)-1-(benzoyl)-pyrrolidin-3-yl]-ethyl]-4-phenyl-piperidine-4-carboxylic acid 4-methylpiperazine-amide). RXN SMILES: [Cl:1][C:2]1[CH:3]=[C:4]([C@:9]2([CH2:22][CH2:23]CS([O-])(=O)=O)[CH2:13][CH2:12][N:11]([C:14](=[O:21])[C:15]3[CH:20]=[CH:19][CH:18]=[CH:17][CH:16]=3)[CH2:10]2)[CH:5]=[CH:6][C:7]=1[Cl:8].Cl.[CH3:30][N:31]1[CH2:36][CH2:35][N:34]([C:37]([NH2:39])=[O:38])[CH2:33][CH2:32]1.[C:40]1([C:46]2([C:52]([OH:54])=[O:53])[CH2:51][CH2:50][NH:49][CH2:48][CH2:47]2)[CH:45]=[CH:44][CH:43]=[CH:42][CH:41]=1.C(OCC)(=O)C.ClCCl>CO.ClCCl>[CH3:30][N:31]1[CH2:36][CH2:35][N:34]([C:37]([NH2:39])=[O:38])[CH2:33][CH2:32]1.[Cl:1][C:2]1[CH:3]=[C:4]([C@@:9]2([CH2:22][CH2:23][N:49]3[CH2:48][CH2:47][C:46]([C:40]4[CH:41]=[CH:42][CH:43]=[CH:44][CH:45]=4)([C:52]([OH:54])=[O:53])[CH2:51][CH2:50]3)[CH2:13][CH2:12][N:11]([C:14](=[O:21])[C:15]3[CH:16]=[CH:17][CH:18]=[CH:19][CH:20]=3)[CH2:10]2)[CH:5]=[CH:6][C:7]=1[Cl:8] |f:1.2.3,6.7,8.9|. Reported procedure: Prepare by the method of Example 88.6 using (S)-2-[3-(3,4-dichloro-phenyl)-1-(benzoyl)-pyrrolidin-3-yl]-ethyl-methanesulfonate and 4-phenyl-piperidine-4-carboxylic acid 4-methylpiperazine-amide hydrochloride to give, after chromatography on silica gel eluting sequentially with ethyl acetate, dichloromethane, 2% methanol/dichloromethane, 4% methanol/dichloromethane, 6% methanol/dichloromethane, and then 8% methanol/dichloromethane, the title compound: Rf =0.27 (silica gel, methanol/dichloromethan...